From a dataset of the Open Reaction Database (ORD), a public repository of structured organic reaction records. describe an organic reaction: reactants, conditions, products, and yield Run in CO (methanol). Yields the product BrC1=CC=C(C=C1)NCCN1CCCC1 ((4-Bromo-phenyl)-(2-pyrrolidin-1-yl-ethyl)-amine). Procedure details: A 1 M solution of BH3 in tetrahydrofuran (7.7 ml, 7.7 mmol) was added dropwise to N-(4-bromo-phenyl)-2-pyrrolidin-1-yl-acetamide (0.22 g, 0.77 mmol) and the solution was stirred overnight at reflux then subsequently hydrolysed by slow addition of excess of methanol and refluxing for a further 2 hours. The solvent was removed under reduced pressure and aqueous ammonium chloride was added. The aqueous was extracted twice with ethyl acetate and the organics were combined, dried over anhydrous magne... Conditions: time 8 hour. RXN SMILES: O1CCCC1.[Br:6][C:7]1[CH:12]=[CH:11][C:10]([NH:13][C:14](=O)[CH2:15][N:16]2[CH2:20][CH2:19][CH2:18][CH2:17]2)=[CH:9][CH:8]=1>CO>[Br:6][C:7]1[CH:12]=[CH:11][C:10]([NH:13][CH2:14][CH2:15][N:16]2[CH2:20][CH2:19][CH2:18][CH2:17]2)=[CH:9][CH:8]=1. Reactants: solution, O1CCCC1 (tetrahydrofuran), BrC1=CC=C(C=C1)NC(CN1CCCC1)=O (N-(4-bromo-phenyl)-2-pyrrolidin-1-yl-acetamide).